Task: describe an organic reaction: reactants, conditions, products, and yield. Dataset: the Open Reaction Database (ORD), a public repository of structured organic reaction records Reactants: CCS(=O)(=O)N1CCC(c2c[nH]c3c(C(N)=O)cc(-c4cccc(CO)c4)cc23)CC1, C1CCOC1, O=[Mn]=O. Product: CCS(=O)(=O)N1CCC(c2c[nH]c3c(C(N)=O)cc(-c4cccc(C=O)c4)cc23)CC1. As a reaction SMILES: [CH2:1]([CH3:2])[S:3](=[O:4])(=[O:5])[N:6]1[CH2:7][CH2:8][CH:9]([c:12]2[cH:13][nH:14][c:15]3[c:16]([C:29](=[O:30])[NH2:31])[cH:17][c:18](-[c:21]4[cH:22][c:23]([CH2:27][OH:28])[cH:24][cH:25][cH:26]4)[cH:19][c:20]23)[CH2:10][CH2:11]1.[CH2:32]1[O:33][CH2:34][CH2:35][CH2:36]1.[O:37]=[Mn:38]=[O:39]>>[CH2:1]([CH3:2])[S:3](=[O:4])(=[O:5])[N:6]1[CH2:7][CH2:8][CH:9]([c:12]2[cH:13][nH:14][c:15]3[c:16]([C:29](=[O:30])[NH2:31])[cH:17][c:18](-[c:21]4[cH:22][c:23]([CH:27]=[O:28])[cH:24][cH:25][cH:26]4)[cH:19][c:20]23)[CH2:10][CH2:11]1. Starting materials: C(C1=CC=CC=C1)OC1=CC=C(C=C1)O (4-benzyloxyphenol), [H-].[Na+] (sodium hydride), (2S)-glycidyl 3-nitrobenzene sulfonate, CN(C=O)C (DMF), CN(C=O)C (DMF), unpurified compound, [Si](C)(C)(C(C)(C)C)Cl (tert-butyldimethylsilyl chloride), N1C=NC=C1 (imidazole), CN(C=O)C (dimethylforamide). The reagents and catalysts are [OH-].[OH-].[Pd+2] (palladium hydroxide on carbon). Solvent: C(C)(=O)OCC (ethyl acetate), C(C)(=O)OCC (ethyl acetate). Reaction conditions: time 8 hour. Product: CC(C)(C)[Si](OC1=CC=C(OC[C@H]2OC2)C=C1)(C)C ((S)-2-[[4-[[(1,1-Dimethylethyl)dimethylsilyl]oxy]phenoxy]methyl]oxirane). Reaction SMILES: [CH2:1]([O:8][C:9]1[CH:14]=[CH:13][C:12]([OH:15])=[CH:11][CH:10]=1)[C:2]1[CH:7]=CC=CC=1.[Si:16](Cl)([C:19]([CH3:22])([CH3:21])[CH3:20])([CH3:18])[CH3:17].N1C=CN=C1.[H-].[Na+].CN(C)C=[O:34]>C(OCC)(=O)C.[OH-].[OH-].[Pd+2]>[CH3:20][C:19]([Si:16]([CH3:18])([CH3:17])[O:15][C:12]1[CH:11]=[CH:10][C:9]([O:8][CH2:1][C@@H:2]2[CH2:7][O:34]2)=[CH:14][CH:13]=1)([CH3:22])[CH3:21] |f:3.4,7.8.9|. Reported procedure: A solution of 10.0 g (50.0 mmol) of 4-benzyloxyphenol, 9.04 g (60.0 mmol) of tert-butyldimethylsilyl chloride, and 4.42 g (65.0 mmol) of imidazole in dimethylforamide (DMF) was allowed to stir at ambient temperature overnight. The mixture was then diluted with ethyl acetate, washed sequentially with water, 1 M aqueous sodium bisulfate solution, 1 M aqueous sodium hydroxide solution, and brine, dried over magnesium sulfate, and concentrated to give a white solid. The unpurified compound was disso...